This data is from the Open Reaction Database (ORD), a public repository of structured organic reaction records. The task is: describe an organic reaction: reactants, conditions, products, and yield Starting materials: C(CC(=O)C)(=O)OC (Methyl acetoacetate), CC1=C(C(=CC(=C1)C)C)C1=C(NN=C1)N (4-(2,4,6-Trimethyl-phenyl)-2H-pyrazol-3-ylamine), C(C)O (Ethanol). Solvent: C(C)(=O)O (acetic acid). Run at time 8 hour. The product is CC=1NC=2N(C(C1)=O)N=CC2C2=C(C=C(C=C2C)C)C (5-Methyl-3-(2,4,6-trimethyl-phenyl)-4H-pyrazolo[1,5-a]pyrimidin-7-one). Yield: 45.2%. As a reaction SMILES: [C:1]([O:7]C)(=O)[CH2:2][C:3]([CH3:5])=O.[CH3:9][C:10]1[CH:15]=[C:14]([CH3:16])[CH:13]=[C:12]([CH3:17])[C:11]=1[C:18]1[CH:22]=[N:21][NH:20][C:19]=1[NH2:23].C(O)C>C(O)(=O)C>[CH3:5][C:3]1[NH:23][C:19]2[N:20]([N:21]=[CH:22][C:18]=2[C:11]2[C:12]([CH3:17])=[CH:13][C:14]([CH3:16])=[CH:15][C:10]=2[CH3:9])[C:1](=[O:7])[CH:2]=1. Procedure: Methyl acetoacetate (0.7 ml) was added to a solution of 4-(2,4,6-Trimethyl-phenyl)-2H-pyrazol-3-ylamine (1.120 g, 5.57 mmol) in 5 ml of acetic acid and the resulting mixture was heated at reflux for two days. Reaction mixture cooled and a white solid formed. Ethanol (6 ml) was added and stirred at room temperature overnight, filtered to give white solid which was recrystallized from ethanol to give 673 mg(45.2%) of the title compound as white crystals. 1H NMR (DMSO-d6) ä 11.9(s, 1H), 7.7(s, 1H),... Starting materials: C(C)OC(CC1CCC(CC1)C1=CC=C(C=C1)C(CN=[N+]=[N-])=O)=O ({4-[4-(2-azidoacetyl)-phenyl]-cyclohexyl}-acetic acid ethyl ester), C1(=CC=CC=C1)P(C1=CC=CC=C1)C1=CC=CC=C1 (triphenylphosphine), ClC1=CC(=CC=C1)N=C=S (1-chloro-3-isothiocyanatobenzene), O (Water). Solvent: O1CCOCC1 (1,4-dioxane), CCOC(=O)C (EtOAc). Reaction conditions: temperature 90 celsius. Yields the product C(C)OC(CC1CCC(CC1)C1=CC=C(C=C1)C1=CN=C(O1)NC1=CC(=CC=C1)Cl)=O ((4-{4-[2-(3-Chlorophenylamino)-oxazol-5-yl]-phenyl}-cyclohexyl)-acetic acid ethyl ester). Isolated yield 63.8%. Reaction SMILES: [CH2:1]([O:3][C:4](=[O:24])[CH2:5][CH:6]1[CH2:11][CH2:10][CH:9]([C:12]2[CH:17]=[CH:16][C:15]([C:18](=[O:23])[CH2:19][N:20]=[N+]=[N-])=[CH:14][CH:13]=2)[CH2:8][CH2:7]1)[CH3:2].C1(P(C2C=CC=CC=2)C2C=CC=CC=2)C=CC=CC=1.[Cl:44][C:45]1[CH:50]=[CH:49][CH:48]=[C:47]([N:51]=[C:52]=S)[CH:46]=1.O>O1CCOCC1.CCOC(C)=O>[CH2:1]([O:3][C:4](=[O:24])[CH2:5][CH:6]1[CH2:11][CH2:10][CH:9]([C:12]2[CH:17]=[CH:16][C:15]([C:18]3[O:23][C:52]([NH:51][C:47]4[CH:48]=[CH:49][CH:50]=[C:45]([Cl:44])[CH:46]=4)=[N:20][CH:19]=3)=[CH:14][CH:13]=2)[CH2:8][CH2:7]1)[CH3:2]. Procedure: To a solution of {4-[4-(2-azidoacetyl)-phenyl]-cyclohexyl}-acetic acid ethyl ester (154 mg, 0967 mmol) in 1,4-dioxane (5 mL) is added triphenylphosphine (122 mg, 0.967 mmol) and 1-chloro-3-isothiocyanatobenzene (0.051 mL, 0.389 mmol). The reaction mixture is then heated at 90° C. for 30 min. Water (10 mL) is added and EtOAc (20 mL) is used to extract. The organic phase is washed with brine (1×15 mL), dried with MgSO4, and concentrated to give the title compound (109 mg) as an off-white solid: 1H... The reactants are OC(CC(C)=O)CCSC1=CC=C(C=C1)C(F)(F)F (4-hydroxy-6-(4-trifluoromethylphenylthio)-2-hexanone), B(O)(O)O (boric acid). Run in C1(=CC=CC=C1)C (toluene). Yields the product FC(C1=CC=C(C=C1)SCCC=CC(C)=O)(F)F (6-(4-trifluoromethylphenylthio)-3-hexen-2-one). Yield: 98.7%. RXN SMILES: O[CH:2]([CH2:7][CH2:8][S:9][C:10]1[CH:15]=[CH:14][C:13]([C:16]([F:19])([F:18])[F:17])=[CH:12][CH:11]=1)[CH2:3][C:4](=[O:6])[CH3:5].B(O)(O)O>C1(C)C=CC=CC=1>[F:18][C:16]([F:17])([F:19])[C:13]1[CH:14]=[CH:15][C:10]([S:9][CH2:8][CH2:7][CH:2]=[CH:3][C:4](=[O:6])[CH3:5])=[CH:11][CH:12]=1. Procedure: 3.00 Grams of 4-hydroxy-6-(4-trifluoromethylphenylthio)-2-hexanone were dissolved in 50 ml of toluene, and 0.30 g of boric acid was added thereto. The resulting mixture was refluxed for 8 hours with stirring. The refluxed mixture, after allowed to cool, was washed with a saturated aqueous sodium hydrogencarbonate solution and then with a saturated aqueous sodium chloride solution. Then the mixture was dried over anhydrous magnesium sulfate. Removing the solvent from the mixture under reduced pre... Yields the product C(C)(=O)OC=1C(=C2CCC(OC2=C(C1C)C)(C)O)C ((±)-6-acetoxy-2-hydroxy-2,5,7,8-tetramethylchroman). Procedure details: To a solution of (±)-6-acetoxy-2-methoxy-2,5,7,8-tetramethylchroman in 2500 ml. of acetone was added 2000 ml. of H2O followed by 16.6 ml. of concentrated aqueous HCl. Solvent was distilled from the stirred mixture until the head temperature reached 90°C. The suspension was cooled in an H2O bath to 50°C. At 70°C., 2000 ml. of acetone was added, giving a clear solution. The solution was seeded occasionally until crystallization began. After 3.5 hours, 1500 ml. of H2O was added and the suspension w... The solvent is O (H2O). Starting materials: C(C)(=O)OC=1C(=C2CCC(OC2=C(C1C)C)(C)OC)C ((±)-6-acetoxy-2-methoxy-2,5,7,8-tetramethylchroman), CC(=O)C (acetone), Cl (HCl). Reaction SMILES: [C:1]([O:4][C:5]1[C:6]([CH3:20])=[C:7]2[C:12](=[C:13]([CH3:16])[C:14]=1[CH3:15])[O:11][C:10]([O:18]C)([CH3:17])[CH2:9][CH2:8]2)(=[O:3])[CH3:2].CC(C)=O.Cl>O>[C:1]([O:4][C:5]1[C:6]([CH3:20])=[C:7]2[C:12](=[C:13]([CH3:16])[C:14]=1[CH3:15])[O:11][C:10]([OH:18])([CH3:17])[CH2:9][CH2:8]2)(=[O:3])[CH3:2]. Conditions: temperature 50 celsius, time 3.5 hour. The reactants are C(C)(C)(C)C1=CC(=C(C=N1)C=1N([C@]([C@](N1)(C)C1=CC=C(C=C1)Cl)(C)C1=CC=C(C=C1)Cl)C(=O)N1CCC(CC1)CC(=O)O)OCC ({1-[(4S,5R)-2-(6-tert-butyl-4-ethoxy-pyridin-3-yl)-4,5-bis-(4-chloro-phenyl)-4,5-dimethyl-4,5-dihydro-imidazole-1-carbonyl]-piperidin-4-yl}-acetic acid), C(C)(C)NCCOC (N-isopropyl-N-(2-methoxy-ethyl)amine). Yields the product C(C)(C)(C)C1=CC(=C(C=N1)C=1N([C@]([C@](N1)(C)C1=CC=C(C=C1)Cl)(C)C1=CC=C(C=C1)Cl)C(=O)N1CCC(CC1)CC(=O)N(CCOC)C(C)C)OCC (2-{1-[(4S,5R)-2-(6-tert-Butyl-4-ethoxy-pyridin-3-yl)-4,5-bis-(4-chloro-phenyl)-4,5-dimethyl-4,5-dihydro-imidazole-1-carbonyl]-piperidin-4-yl}-N-isopropyl-N-(2-methoxy-ethyl)-acetamide). RXN SMILES: [C:1]([C:5]1[N:10]=[CH:9][C:8]([C:11]2[N:12]([C:32]([N:34]3[CH2:39][CH2:38][CH:37]([CH2:40][C:41]([OH:43])=O)[CH2:36][CH2:35]3)=[O:33])[C@@:13]([C:25]3[CH:30]=[CH:29][C:28]([Cl:31])=[CH:27][CH:26]=3)([CH3:24])[C@@:14]([C:17]3[CH:22]=[CH:21][C:20]([Cl:23])=[CH:19][CH:18]=3)([CH3:16])[N:15]=2)=[C:7]([O:44][CH2:45][CH3:46])[CH:6]=1)([CH3:4])([CH3:3])[CH3:2].[CH:47]([NH:50][CH2:51][CH2:52][O:53][CH3:54])([CH3:49])[CH3:48]>>[C:1]([C:5]1[N:10]=[CH:9][C:8]([C:11]2[N:12]([C:32]([N:34]3[CH2:35][CH2:36][CH:37]([CH2:40][C:41]([N:50]([CH:47]([CH3:49])[CH3:48])[CH2:51][CH2:52][O:53][CH3:54])=[O:43])[CH2:38][CH2:39]3)=[O:33])[C@@:13]([C:25]3[CH:30]=[CH:29][C:28]([Cl:31])=[CH:27][CH:26]=3)([CH3:24])[C@@:14]([C:17]3[CH:22]=[CH:21][C:20]([Cl:23])=[CH:19][CH:18]=3)([CH3:16])[N:15]=2)=[C:7]([O:44][CH2:45][CH3:46])[CH:6]=1)([CH3:2])([CH3:3])[CH3:4]. Reported procedure: In a manner analogous to the method described in example 163, {1-[(4S,5R)-2-(6-tert-butyl-4-ethoxy-pyridin-3-yl)-4,5-bis-(4-chloro-phenyl)-4,5-dimethyl-4,5-dihydro-imidazole-1-carbonyl]-piperidin-4-yl}-acetic acid was coupled with N-isopropyl-N-(2-methoxy-ethyl)amine (TCI-US) to give the title compound. HR-MS (ES, m/z) calculated for C42H55Cl2N5O4 [(M+H)+] 764.3704, observed 764.3703. The reactants are [OH-].[K+] (Potassium hydroxide), S (hydrogen sulphide), [OH-].[K+] (Potassium hydroxide), C(C)OC(C(=C(\C=C\Cl)CCl)C(=O)OCC)=O (4-trans ethyl-2-ethoxycarbonyl-5-chloro-3-chloromethylpenta-2,4-dienoate), S (hydrogen sulphide), S (hydrogen sulphide). Solvent: O (water), C(C)O (ethanol). Conditions: time 1 hour. The product is S1C=C(C=C1)C(C(=O)OCC)C(=O)OCC (diethyl thien-3-ylmalonate). Isolated yield 78.0%. RXN SMILES: [OH-].[K+].[SH2:3].[CH2:4]([O:6][C:7](=[O:20])[C:8]([C:15]([O:17][CH2:18][CH3:19])=[O:16])=[C:9]([CH2:13]Cl)/[CH:10]=[CH:11]/Cl)[CH3:5]>C(O)C.O>[S:3]1[CH:11]=[CH:10][C:9]([CH:8]([C:15]([O:17][CH2:18][CH3:19])=[O:16])[C:7]([O:6][CH2:4][CH3:5])=[O:20])=[CH:13]1 |f:0.1|. Procedure details: Potassium hydroxide (0.14 g, 2.0 mmol) in ethanol (50 ml) was saturated with hydrogen sulphide at 0° for one hour. To this was added 4-trans ethyl-2-ethoxycarbonyl-5-chloro-3-chloromethylpenta-2,4-dienoate (0.62 g, 2.45 mmol), and addition of hydrogen sulphide was continued for one hour at room temperature. The reaction mixture was stirred for a further four hours. Potassium hydroxide (0.20 g, 2.8 mmol) was added and hydrogen sulphide passed for thirty minutes. The reaction mixture was stirred a... Starting materials: N1(CCCC1)CCC1=CN(C2=CC=C(C=C12)C#C[Si](CC)(CC)CC)S(=O)(=O)C1=CC=C(C=C1)C (3-(2-Pyrrolidinylethyl)-1-(p-toluenesulfonyl)-5-(triethylsilylethynyl)-indole), [OH-].[K+] (potassium hydroxide). The solvent is CO (methanol). Yields the product C(#C)C=1C=C2C(=CNC2=CC1)CCN1CCCC1 (5-Ethynyl-3-(2-pyrrolidinylethyl)-1H-indole). Isolated yield 66.2%. RXN SMILES: [N:1]1([CH2:6][CH2:7][C:8]2[C:16]3[C:11](=[CH:12][CH:13]=[C:14]([C:17]#[C:18][Si](CC)(CC)CC)[CH:15]=3)[N:10](S(C3C=CC(C)=CC=3)(=O)=O)[CH:9]=2)[CH2:5][CH2:4][CH2:3][CH2:2]1.[OH-].[K+]>CO>[C:17]([C:14]1[CH:15]=[C:16]2[C:11](=[CH:12][CH:13]=1)[NH:10][CH:9]=[C:8]2[CH2:7][CH2:6][N:1]1[CH2:5][CH2:4][CH2:3][CH2:2]1)#[CH:18] |f:1.2|. Procedure details: 3-(2-Pyrrolidinylethyl)-1-(p-toluenesulfonyl)-5-(triethylsilylethynyl)-indole (Example 6a, 130 mg, 0.26 mmol) was mixed with 5% potassium hydroxide in methanol (20 mL) and stirred at reflux for up to 48 h. The solvent was evaporated to about 4 mL, poured into dichloromethane (40 mL), washed with brine (40 mL), dried over sodium sulfate and evaporated. Chromatography on silica gel (dichloromethane/methanol/ammonium hydroxide 50:7:1) gave the title compound as a yellow oil (41 mg, 66%). HRMS-FAB+ ... Starting materials: C1(=CC=CC=C1)C=C1CSCC(C1=O)=CC1=CC=CC=C1 (tetrahydro-3,5-bis(phenylmethylene)-4H-thiopyran-4-one), [O-]CC.[Na+] (sodium ethoxide), [Na] (sodium), C(CC(=O)OCC)(=O)OCC (diethyl malonate). The solvent is C(C)O (ethanol). The product is O=C1C(C(C2=C(O1)C(CSC2)=CC2=CC=CC=C2)C2=CC=CC=C2)C(=O)OCC (3,4,7,8-Tetrahydro-2-oxo-4-phenyl-8-(phenylmethylene)-2H,5H-thiopyrano[4,3-b]pyran-3-carboxylic acid, ethyl ester). Reaction SMILES: [O-]CC.[Na+].[Na].[C:6](OCC)(=[O:13])[CH2:7][C:8]([O:10][CH2:11][CH3:12])=[O:9].[C:17]1([CH:23]=[C:24]2[C:29](=[O:30])[C:28](=[CH:31][C:32]3[CH:37]=[CH:36][CH:35]=[CH:34][CH:33]=3)[CH2:27][S:26][CH2:25]2)[CH:22]=[CH:21][CH:20]=[CH:19][CH:18]=1>C(O)C>[O:13]=[C:6]1[O:30][C:29]2[C:28](=[CH:31][C:32]3[CH:33]=[CH:34][CH:35]=[CH:36][CH:37]=3)[CH2:27][S:26][CH2:25][C:24]=2[CH:23]([C:17]2[CH:18]=[CH:19][CH:20]=[CH:21][CH:22]=2)[CH:7]1[C:8]([O:10][CH2:11][CH3:12])=[O:9] |f:0.1,^1:4|. Procedure details: To an ethanolic solution of sodium ethoxide [prepared from 555 mg (24 mg atom) of sodium in 50 ml of ethanol] is added diethyl malonate (3.52 g, 22 mmole) in 50 ml of absolute ethanol. After heating at reflux temperature for 2 hours, tetrahydro-3,5-bis(phenylmethylene)-4H-thiopyran-4-one (5.84 g, 20 mmole) is added. The resulting solution is then heated at reflux temperature for 2 hours. Reactants: COC=1C=C(C=CCCl)C=CC1OC (3,4-dimethoxy-cinnamyl chloride), NC=1SC=2CCNCCC2N1 (2-amino-4,5,7,8-tetrahydro-6H-thiazolo[5,4-d]azepine), CCOCC (ether). Solvent: C(Cl)(Cl)Cl (chloroform). Yields the product NC=1SC=2CCN(CCC2N1)CC=CC1=CC(=C(C=C1)OC)OC (2-Amino-6-(3-(3,4-dimethoxy-phenyl)allyl)-4,5,7,8-tetrahydro-6H-thiazolo[5,4-d]azepine). Isolated yield 7.7%. RXN SMILES: [CH3:1][O:2][C:3]1[CH:4]=[C:5]([CH:10]=[CH:11][C:12]=1[O:13][CH3:14])[CH:6]=[CH:7][CH2:8]Cl.[NH2:15][C:16]1[S:17][C:18]2[CH2:19][CH2:20][NH:21][CH2:22][CH2:23][C:24]=2[N:25]=1.CCOCC>C(Cl)(Cl)Cl>[NH2:15][C:16]1[S:17][C:18]2[CH2:19][CH2:20][N:21]([CH2:8][CH:7]=[CH:6][C:5]3[CH:10]=[CH:11][C:12]([O:13][CH3:14])=[C:3]([O:2][CH3:1])[CH:4]=3)[CH2:22][CH2:23][C:24]=2[N:25]=1. Reported procedure: Prepared from 3,4-dimethoxy-cinnamyl chloride (prepared at -5° C. for 10 minutes) and 2 equivalents of 2-amino-4,5,7,8-tetrahydro-6H-thiazolo[5,4-d]azepine in chloroform. Yield: 7.7% of theory, Melting point: 122°-126° C. (ether). Starting materials: CCCCc1nc(Cl)c(CO)n1Cc1ccc(-c2ccccc2-c2nnnn2C(c2ccccc2)(c2ccccc2)c2ccccc2)cc1, ClCCCl. Product: CCCCc1nc(Cl)c(C=O)n1Cc1ccc(-c2ccccc2-c2nnnn2C(c2ccccc2)(c2ccccc2)c2ccccc2)cc1. As a reaction SMILES: [CH2:1]([CH2:2][CH2:3][CH3:4])[c:5]1[n:6]([CH2:13][c:14]2[cH:15][cH:16][c:17](-[c:20]3[c:21](-[c:26]4[n:27][n:28][n:29][n:30]4[C:31]([c:32]4[cH:33][cH:34][cH:35][cH:36][cH:37]4)([c:38]4[cH:39][cH:40][cH:41][cH:42][cH:43]4)[c:44]4[cH:45][cH:46][cH:47][cH:48][cH:49]4)[cH:22][cH:23][cH:24][cH:25]3)[cH:18][cH:19]2)[c:7]([CH2:11][OH:12])[c:8]([Cl:10])[n:9]1.[Cl:50][CH2:51][CH2:52][Cl:53]>>[CH2:1]([CH2:2][CH2:3][CH3:4])[c:5]1[n:6]([CH2:13][c:14]2[cH:15][cH:16][c:17](-[c:20]3[c:21](-[c:26]4[n:27][n:28][n:29][n:30]4[C:31]([c:32]4[cH:33][cH:34][cH:35][cH:36][cH:37]4)([c:38]4[cH:39][cH:40][cH:41][cH:42][cH:43]4)[c:44]4[cH:45][cH:46][cH:47][cH:48][cH:49]4)[cH:22][cH:23][cH:24][cH:25]3)[cH:18][cH:19]2)[c:7]([CH:11]=[O:12])[c:8]([Cl:10])[n:9]1.